This data is from the Open Reaction Database (ORD), a public repository of structured organic reaction records. The task is: describe an organic reaction: reactants, conditions, products, and yield Starting materials: C(C)C1(CSC2=CC(=CC=C2C1CCCCCCCCC(C(=O)O)CCCCCCC(C(F)(F)F)(F)F)O)C1=CC=C(C=C1)O (10-[(3RS,4RS)-3-ethyl-7-hydroxy-3-(4-hydroxyphenyl)thiochroman-4-yl]-2-(7,7,8,8,8-pentafluoro-octyl)decanoic acid), FC(CCCCC(C(=O)OCC)CCCCCCC=C)(C(F)(F)F)F (ethyl 2-(5,5,6,6,6-pentafluorohexyl)-9-decenoate). Product: C(C)C1(CSC2=CC(=CC=C2C1CCCCCCCCCC(C(=O)O)CCCCC(C(F)(F)F)(F)F)O)C1=CC=C(C=C1)O (11-[(3RS,4RS)-3-ethyl-7-hydroxy-3-(4-hydroxyphenyl)thiochroman-4-yl]-2-(5,5,6,6,6-pentafluorohexyl)undecanoic acid). As a reaction SMILES: [CH2:1]([C:3]1([C:39]2[CH:44]=[CH:43][C:42]([OH:45])=[CH:41][CH:40]=2)[CH:12]([CH2:13][CH2:14][CH2:15]CCCCCC(CCCCCCC(F)(F)C(F)(F)F)C(O)=O)[C:11]2[C:6](=[CH:7][C:8]([OH:38])=[CH:9][CH:10]=2)[S:5][CH2:4]1)[CH3:2].[F:46][C:47]([F:70])([C:66]([F:69])([F:68])[F:67])[CH2:48][CH2:49][CH2:50][CH2:51][CH:52]([CH2:58][CH2:59][CH2:60][CH2:61][CH2:62][CH2:63]C=C)[C:53]([O:55]CC)=[O:54]>>[CH2:1]([C:3]1([C:39]2[CH:44]=[CH:43][C:42]([OH:45])=[CH:41][CH:40]=2)[CH:12]([CH2:13][CH2:14][CH2:15][CH2:63][CH2:62][CH2:61][CH2:60][CH2:59][CH2:58][CH:52]([CH2:51][CH2:50][CH2:49][CH2:48][C:47]([F:46])([F:70])[C:66]([F:67])([F:68])[F:69])[C:53]([OH:55])=[O:54])[C:11]2[C:6](=[CH:7][C:8]([OH:38])=[CH:9][CH:10]=2)[S:5][CH2:4]1)[CH3:2]. Procedure: Starting with the allyl compound prepared in Example 13 and the ethyl 2-(5,5,6,6,6-pentafluorohexyl)-9-decenoate prepared in Example 5, the same procedure as shown in Example 13 was repeated to give 11-[(3RS,4RS)-3-ethyl-7-hydroxy-3-(4-hydroxyphenyl)thiochroman-4-yl]-2-(5,5,6,6,6-pentafluorohexyl)undecanoic acid. Starting materials: Nc1cccc(-c2c(Cc3ccccc3)cnc3c(C(F)(F)F)cccc23)c1, Cc1cccc(C)c1C=O. The product is Cc1cccc(C)c1CNc1cccc(-c2c(Cc3ccccc3)cnc3c(C(F)(F)F)cccc23)c1. RXN SMILES: [CH2:1]([c:2]1[cH:3][cH:4][cH:5][cH:6][cH:7]1)[c:8]1[cH:9][n:10][c:11]2[c:12]([C:25]([F:26])([F:27])[F:28])[cH:13][cH:14][cH:15][c:16]2[c:17]1-[c:18]1[cH:19][c:20]([NH2:24])[cH:21][cH:22][cH:23]1.[CH3:29][c:30]1[c:31]([CH:32]=[O:33])[c:34]([CH3:38])[cH:35][cH:36][cH:37]1>>[CH2:1]([c:2]1[cH:3][cH:4][cH:5][cH:6][cH:7]1)[c:8]1[cH:9][n:10][c:11]2[c:12]([C:25]([F:26])([F:27])[F:28])[cH:13][cH:14][cH:15][c:16]2[c:17]1-[c:18]1[cH:19][c:20]([NH:24][CH2:32][c:31]2[c:30]([CH3:29])[cH:37][cH:36][cH:35][c:34]2[CH3:38])[cH:21][cH:22][cH:23]1. Starting materials: S1C2=C(C=C1)C(CCC2)N (4,5,6,7-tetrahydrobenzo[b]thiophen-4-amine), C(CCCCC)N=C=O (n-hexyl isocyanate). Yields the product C(CCCCC)NC(=O)NC1CCCC=2SC=CC21 (1-(n-hexyl)-3-(4,5,6,7-tetrahydrobenzo[b]-thien-4-yl)urea). Reaction SMILES: [S:1]1[CH:5]=[CH:4][C:3]2[CH:6]([NH2:10])[CH2:7][CH2:8][CH2:9][C:2]1=2.[CH2:11]([N:17]=[C:18]=[O:19])[CH2:12][CH2:13][CH2:14][CH2:15][CH3:16]>>[CH2:11]([NH:17][C:18]([NH:10][CH:6]1[C:3]2[CH:4]=[CH:5][S:1][C:2]=2[CH2:9][CH2:8][CH2:7]1)=[O:19])[CH2:12][CH2:13][CH2:14][CH2:15][CH3:16]. Reported procedure: In the manner described in Example 1, 4,5,6,7-tetrahydrobenzo[b]thiophen-4-amine is allowed to react with n-hexyl isocyanate to give 1-(n-hexyl)-3-(4,5,6,7-tetrahydrobenzo[b]-thien-4-yl)urea, melting point 122° C. to 124° C.